The task is: describe an organic reaction: reactants, conditions, products, and yield. This data is from the Open Reaction Database (ORD), a public repository of structured organic reaction records. The reactants are BrC=1C=NC(=NC1)NC1=CC(=C(C=C1)F)OC (5-bromo-N-(4-fluoro-3-methoxyphenyl)pyrimidin-2-amine), B(Br)(Br)Br (BBr3). The solvent is solution, C(=O)([O-])[O-].[Na+].[Na+] (Na2CO3), C(Cl)Cl (DCM). Reaction conditions: time 12 hour. Yields the product BrC=1C=NC(=NC1)NC=1C=CC(=C(C1)O)F (5-(5-bromopyrimidin-2-ylamino)-2-fluorophenol). RXN SMILES: [Br:1][C:2]1[CH:3]=[N:4][C:5]([NH:8][C:9]2[CH:14]=[CH:13][C:12]([F:15])=[C:11]([O:16]C)[CH:10]=2)=[N:6][CH:7]=1.B(Br)(Br)Br>C(Cl)Cl.C([O-])([O-])=O.[Na+].[Na+]>[Br:1][C:2]1[CH:7]=[N:6][C:5]([NH:8][C:9]2[CH:14]=[CH:13][C:12]([F:15])=[C:11]([OH:16])[CH:10]=2)=[N:4][CH:3]=1 |f:3.4.5|. Reported procedure: To a solution of 5-bromo-N-(4-fluoro-3-methoxyphenyl)pyrimidin-2-amine 44 (0.25 mmol) in 3 mL of anhydrous DCM at 0° C. is added BBr3 (1.27 mmol) drop wise. The reaction mixture is stirred at rt for 12 h. After this time the reaction mixture is diluted with a 2M solution of Na2CO3 and extracted with DCM (2×20 mL). The organic layer is washed with brine, dried over Na2SO4 and concentrated to afford 5-(5-bromopyrimidin-2-ylamino)-2-fluorophenol 45 as brownish solid which is used without further pu... Reactants: CC1=C(C=CC(=C1)[N+](=O)[O-])N=C=S (2-Methyl-4-nitrophenyl isothiocyanate), N[C@H](C)C1CCCCC1 ((1R)-1-amino-1-cyclohexylethane), ClC(C(=O)O)C (α-chloropropionic acid). Product: CC1=C(C=CC(=C1)[N+](=O)[O-])N=C1SC(C(N1[C@H](C)C1CCCCC1)=O)C (2-(2-methyl-4-nitrophenylimino)-3-((1R)-1-cyclohexylethyl)-5-methyl-1,3-thiazolidin4-one). As a reaction SMILES: [CH3:1][C:2]1[CH:7]=[C:6]([N+:8]([O-:10])=[O:9])[CH:5]=[CH:4][C:3]=1[N:11]=[C:12]=[S:13].[NH2:14][C@@H:15]([CH:17]1[CH2:22][CH2:21][CH2:20][CH2:19][CH2:18]1)[CH3:16].Cl[CH:24]([CH3:28])[C:25](O)=[O:26]>>[CH3:1][C:2]1[CH:7]=[C:6]([N+:8]([O-:10])=[O:9])[CH:5]=[CH:4][C:3]=1[N:11]=[C:12]1[N:14]([C@@H:15]([CH:17]2[CH2:22][CH2:21][CH2:20][CH2:19][CH2:18]2)[CH3:16])[C:25](=[O:26])[CH:24]([CH3:28])[S:13]1. Procedure: 2-Methyl-4-nitrophenyl isothiocyanate was reacted with (1R)-1-amino-1-cyclohexylethane followed by α-chloropropionic acid according to Method C8a to afford 2-(2-methyl-4-nitrophenylimino)-3-((1R)-1-cyclohexylethyl)-5-methyl-1,3-thiazolidin4-one. Starting materials: CC(=O)OC(C(C)C)Cl (1-chloro-2-methylpropyl methylformate), C[S-].[Na+] (sodium methanethiolate). Reagents/catalysts: [Br-].C(CCC)[N+](CCCC)(CCCC)CCCC (tetrabutylammonium bromide). Solvent: ClCCl (dichloromethane), O (water), ClCCl (dichloromethane), ClCCl (dichloromethane). Run at temperature 0 celsius, time 30 minute. Yields the product CC(=S)OC(C(C)C)Cl (1-Chloro-2-methylpropyl methylthioformate). As a reaction SMILES: [CH3:1][C:2]([O:4][CH:5]([Cl:9])[CH:6]([CH3:8])[CH3:7])=O.C[S-:11].[Na+]>ClCCl.O.[Br-].C([N+](CCCC)(CCCC)CCCC)CCC>[CH3:1][C:2]([O:4][CH:5]([Cl:9])[CH:6]([CH3:8])[CH3:7])=[S:11] |f:1.2,5.6|. Procedure details: To a stirred solution of 1-chloro-2-methylpropyl methylformate in dichloromethane (DCM) was added a solution of sodium methanethiolate (CH3—SNa) (1.0 eq.) in water at 0° C. and 0.02 eq. of tetrabutylammonium bromide. The reactants were stirred at 0° C. for 30 min and then diluted with dichloromethane (DCM). The dichloromethane layer was allowed to separate, then washed with water and brine, and dried with anhydrous sodium sulfate (Na2SO4). After rotary evaporation to remove the solvent, the titl... The reactants are BrCC(=O)[C@H]1N(C[C@@H](C1)OS(=O)(=O)C)C(=O)OCC1=CC=C(C=C1)[N+](=O)[O-] ((2S, 4R) -2-bromoacetyl-4-methanesulfonyloxy-1- (4-nitrobenzyloxycarbonyl)pyrrolidine), C(C)(=O)OCC (ethyl acetate), [N+](=O)([O-])C1=CC=C(COC(=O)NCC(=S)N)C=C1 (2-(4-nitrobenzyloxycarbonylamino)thioacetamide). Run in CO (methanol), ClCCl (dichloromethane). Conditions: temperature 60 celsius, time 2 hour. The product is CS(=O)(=O)O[C@@H]1C[C@H](N(C1)C(=O)OCC1=CC=C(C=C1)[N+](=O)[O-])C=1N=C(SC1)CNC(=O)OCC1=CC=C(C=C1)[N+](=O)[O-] ((2S, 4R) -4-methanesulfonyloxy-1-(4-nitrobenzyloxycarbonyl) -2- [2-{N-(4-nitrobenzyloxycarbonyl) aminomethyl}-thiazol-4-yl]pyrrolidine). Isolated yield 47.1%. As a reaction SMILES: Br[CH2:2][C:3]([C@@H:5]1[CH2:9][C@@H:8]([O:10][S:11]([CH3:14])(=[O:13])=[O:12])[CH2:7][N:6]1[C:15]([O:17][CH2:18][C:19]1[CH:24]=[CH:23][C:22]([N+:25]([O-:27])=[O:26])=[CH:21][CH:20]=1)=[O:16])=O.[N+:28]([C:31]1[CH:45]=[CH:44][C:34]([CH2:35][O:36][C:37]([NH:39][CH2:40][C:41]([NH2:43])=[S:42])=[O:38])=[CH:33][CH:32]=1)([O-:30])=[O:29].C(OCC)(=O)C>CO.ClCCl>[CH3:14][S:11]([O:10][C@H:8]1[CH2:7][N:6]([C:15]([O:17][CH2:18][C:19]2[CH:20]=[CH:21][C:22]([N+:25]([O-:27])=[O:26])=[CH:23][CH:24]=2)=[O:16])[C@H:5]([C:3]2[N:43]=[C:41]([CH2:40][NH:39][C:37]([O:36][CH2:35][C:34]3[CH:44]=[CH:45][C:31]([N+:28]([O-:30])=[O:29])=[CH:32][CH:33]=3)=[O:38])[S:42][CH:2]=2)[CH2:9]1)(=[O:13])=[O:12]. Procedure details: To a solution of (2S, 4R) -2-bromoacetyl-4-methanesulfonyloxy-1- (4-nitrobenzyloxycarbonyl)pyrrolidine (840 mg) in a mixture of methanol (30 ml) and dichloromethane (20 ml) was added 2-(4-nitrobenzyloxycarbonylamino)thioacetamide (700 mg) at room temperature. After stirring at 60° C. for 2 hours, the mixture was poured into ethyl acetate and washed with saturated aqueous sodium bicarbonate and brine successively. The dried organic layer was evaporated and the resulting oil was subjected to a col... Yields the product CC(C)(C)OC(=O)N1CCC(NC(=O)c2cc(C(F)(F)F)cc(C(F)(F)F)c2)C(c2ccc(Cl)cc2)C1. Reaction SMILES: [F:33][C:34]([c:35]1[cH:36][c:37]([C:38](=[O:39])[OH:40])[cH:41][c:42]([C:44]([F:45])([F:46])[F:47])[cH:43]1)([F:48])[F:49].[NH2:12][CH:13]1[CH:14]([c:26]2[cH:27][cH:28][c:29]([Cl:32])[cH:30][cH:31]2)[CH2:15][N:16]([C:19](=[O:20])[O:21][C:22]([CH3:23])([CH3:24])[CH3:25])[CH2:17][CH2:18]1.[c:1]1([CH3:2])[cH:3][cH:4][c:5]([S:6]([OH:7])(=[O:8])=[O:9])[cH:10][cH:11]1>>[NH:12]([CH:13]1[CH:14]([c:26]2[cH:27][cH:28][c:29]([Cl:32])[cH:30][cH:31]2)[CH2:15][N:16]([C:19](=[O:20])[O:21][C:22]([CH3:23])([CH3:24])[CH3:25])[CH2:17][CH2:18]1)[C:38]([c:37]1[cH:36][c:35]([C:34]([F:33])([F:48])[F:49])[cH:43][c:42]([C:44]([F:45])([F:46])[F:47])[cH:41]1)=[O:39]. Starting materials: O=C(O)c1cc(C(F)(F)F)cc(C(F)(F)F)c1, CC(C)(C)OC(=O)N1CCC(N)C(c2ccc(Cl)cc2)C1, Cc1ccc(S(=O)(=O)O)cc1.